From a dataset of the Open Reaction Database (ORD), a public repository of structured organic reaction records. describe an organic reaction: reactants, conditions, products, and yield The reactants are CN(C)C=O, O=Cc1ccc(Cl)nc1, [H-], [Na+], O, Oc1cccnc1. Product: O=Cc1ccc(Oc2cccnc2)nc1. As a reaction SMILES: [CH3:3][N:4]([CH3:5])[CH:6]=[O:7].[Cl:15][c:16]1[n:17][cH:18][c:19]([CH:22]=[O:23])[cH:20][cH:21]1.[H-:1].[Na+:2].[OH2:24].[OH:8][c:9]1[cH:10][n:11][cH:12][cH:13][cH:14]1>>[O:8]([c:9]1[cH:10][n:11][cH:12][cH:13][cH:14]1)[c:16]1[n:17][cH:18][c:19]([CH:22]=[O:23])[cH:20][cH:21]1. The reactants are [H-].[Na+] (sodium hydride), O (water), C1(C=2C(C(N1CC(=O)N1C3=C(NC([C@@H]4[C@H]1CCC4)=O)C=CC=C3)=O)=CC=CC2)=O ((3aR*,10aS*)-4-(phthalimidoacetyl)-2,3,3a,4,9,10a-hexahydrobenzo[b]cyclopenta[e][1,4]diazepin-10(1H)-one), ClCC1=NC=CC=C1 (2-(chloromethyl)pyridine). Run in CN(C=O)C (N,N-dimethylformamide), CN(C=O)C (N,N-dimethylformamide). Reaction conditions: temperature 0 celsius, time 10 minute. The product is C1(C=2C(C(N1CC(=O)N1C3=C(N(C([C@@H]4[C@H]1CCC4)=O)CC4=NC=CC=C4)C=CC=C3)=O)=CC=CC2)=O ((3aR*,10aS*)-4-(Phthalimidoacetyl)-9-(2-pyridylmethyl)-2,3,3a,4,9,10a-hexahydrobenzo[b]cyclopenta[e][1,4]diazepin-10(1H)-one). The yield is 48.0%. Reaction SMILES: [C:1]1(=[O:29])[N:5]([CH2:6][C:7]([N:9]2[C@@H:15]3[CH2:16][CH2:17][CH2:18][C@@H:14]3[C:13](=[O:19])[NH:12][C:11]3[CH:20]=[CH:21][CH:22]=[CH:23][C:10]2=3)=[O:8])[C:4](=[O:24])[C:3]2=[CH:25][CH:26]=[CH:27][CH:28]=[C:2]12.[H-].[Na+].Cl[CH2:33][C:34]1[CH:39]=[CH:38][CH:37]=[CH:36][N:35]=1.O>CN(C)C=O>[C:4]1(=[O:24])[N:5]([CH2:6][C:7]([N:9]2[C@@H:15]3[CH2:16][CH2:17][CH2:18][C@@H:14]3[C:13](=[O:19])[N:12]([CH2:33][C:34]3[CH:39]=[CH:38][CH:37]=[CH:36][N:35]=3)[C:11]3[CH:20]=[CH:21][CH:22]=[CH:23][C:10]2=3)=[O:8])[C:1](=[O:29])[C:2]2=[CH:28][CH:27]=[CH:26][CH:25]=[C:3]12 |f:1.2|. Procedure details: In a mixture of water (0.5 mL) and ethyl acetate (1 mL)was dissolved 2-(chloromethyl)pyridine hydrochloride (246 mg, 1.5 mmol). This solution was neutralized with the addition of sodium hydrogencarbonate. The organic layer was separated, and the remaining aqueous layer was subjected to extraction twice with ethyl acetate. The organic layers were combined and dried over magnesium sulfate, followed by concentration under reduced pressure to give 2-(chloromethyl)pyridine. To a suspension of (3aR*,1... The reactants are OC=1C=C2C(=CC(OC2=CC1)=O)C (6-Hydroxy-4-methyl-chromen-2-one), ClC1=CC=NC2=CC(=C(C=C12)OC)OC (4-chloro-6,7-dimethoxyquinoline), O (water). The reagents and catalysts are CN(C1=CC=NC=C1)C (4-dimethylaminopyridine). The solvent is ClC1=C(C=CC=C1)Cl (o-dichlorobenzene). Conditions: temperature 140 celsius, time 3.5 hour. The product is COC=1C=C2C(=CC=NC2=CC1OC)OC=1C=C2C(=CC(OC2=CC1)=O)C (6-(6,7-Dimethoxy-quinolin-4-yloxy)-4-methyl-chromen-2-one). The yield is 14.8%. RXN SMILES: [OH:1][C:2]1[CH:3]=[C:4]2[C:9](=[CH:10][CH:11]=1)[O:8][C:7](=[O:12])[CH:6]=[C:5]2[CH3:13].Cl[C:15]1[C:24]2[C:19](=[CH:20][C:21]([O:27][CH3:28])=[C:22]([O:25][CH3:26])[CH:23]=2)[N:18]=[CH:17][CH:16]=1.O>CN(C)C1C=CN=CC=1.ClC1C=CC=CC=1Cl>[CH3:26][O:25][C:22]1[CH:23]=[C:24]2[C:19](=[CH:20][C:21]=1[O:27][CH3:28])[N:18]=[CH:17][CH:16]=[C:15]2[O:1][C:2]1[CH:3]=[C:4]2[C:9](=[CH:10][CH:11]=1)[O:8][C:7](=[O:12])[CH:6]=[C:5]2[CH3:13]. Reported procedure: 6-Hydroxy-4-methyl-chromen-2-one (238 mg), 4-chloro-6,7-dimethoxyquinoline (100 mg), and 4-dimethylaminopyridine (165 mg) were suspended in o-dichlorobenzene (5 ml), and the suspension was stirred at 140° C. for 3.5 hr. The reaction solution was cooled to room temperature, water was then added to the reaction solution, and the mixture was extracted with ethyl acetate. The ethyl acetate layer was then washed with water and saturated brine and was dried over anhydrous sodium sulfate. The solvent w... Starting materials: C(#N)[BH3-].[Na+] (Sodium cyanoborohydride), C1(CCCC1)=O (cyclopentanone), Cl.C(C)(C)(C)OC(CN)=O (glycine tert-butyl ester hydrochloride), CO (methanol). Solvent: O (water), OP(=O)(O)O (H3PO4), O (water). Reaction conditions: time 4 hour. Yields the product C(C)(C)(C)OC(CNC1CCCC1)=O (N-cyclopentylglycine tert-butyl ester). Isolated yield 90.4%. As a reaction SMILES: C([BH3-])#N.[Na+].[C:5]1(=O)[CH2:9][CH2:8][CH2:7][CH2:6]1.Cl.[C:12]([O:16][C:17](=[O:20])[CH2:18][NH2:19])([CH3:15])([CH3:14])[CH3:13].CO>OP(O)(O)=O.O>[C:12]([O:16][C:17](=[O:20])[CH2:18][NH:19][CH:5]1[CH2:9][CH2:8][CH2:7][CH2:6]1)([CH3:15])([CH3:14])[CH3:13] |f:0.1,3.4|. Procedure: Sodium cyanoborohydride(1.9 g) was added portionwise to a stirred mixture of cyclopentanone(2.1 g), glycine tert-butyl ester hydrochloride(5.0 g), water(12 ml) and methanol(25 ml) during 15 min at water-bath temperature. The resulting mixture was stirred for 4 hr, diluted with 20% H3PO4 (40 ml) and water(20 ml), and extracted with ether(80 ml). The aqueous layer was made alkaline(pH 10) with 20% NaOH and extracted with CHCl3 (50 ml). The extract was dried(Na2SO4) and concentrated in vacuo to giv... The reactants are C(C1=CC=CC=C1)NC[C@]1(C[C@H](CCC1)C)O ((1S,3S)-1-[(benzylamino)methyl]-3-methylcyclohexanol). The reagents and catalysts are [Pd] (palladium on carbon). The solvent is CO (methanol). Reaction conditions: time 72 hour. Yields the product NCC1(CC(CCC1)C)O (1-(Aminomethyl)-3-methylcyclohexanol). The yield is 90.5%. Reaction SMILES: C([NH:8][CH2:9][C@:10]1([OH:17])[CH2:15][CH2:14][CH2:13][C@H:12]([CH3:16])[CH2:11]1)C1C=CC=CC=1>[Pd].CO>[NH2:8][CH2:9][C:10]1([OH:17])[CH2:15][CH2:14][CH2:13][CH:12]([CH3:16])[CH2:11]1. Procedure details: A mixture of (1S,3S)-1-[(benzylamino)methyl]-3-methylcyclohexanol (4.5 g) and 5% palladium on carbon (500 mg) in methanol (40 ml) was stirred under a hydrogen atmosphere of 4 bar for 72 hours. The reaction was filtered through celite, washed with methanol (2×) and concentrated in vacuo to afford 1S,3S)-1-(Aminomethyl)-3-methylcyclohexanol as a colourless oil (2.5 g). The reactants are C(C)OC(CN1C=CC2=CC=C(C=C12)OC(CCC#CC1=CC=C(C=C1)OC(F)(F)F)C)=O ([rac]-{6-[1-methyl-5-(4-trifluoromethoxy-phenyl)-pent-4-ynyloxy]-indol-1-yl}-acetic acid ethyl ester), [Li+].[OH-] (LiOH). The product is CC(CCC#CC1=CC=C(C=C1)OC(F)(F)F)OC1=CC=C2C=CN(C2=C1)CC(=O)O ([rac]-{6-[1-Methyl-5-(4-trifluoromethoxy-phenyl)-pent-4-ynyloxy]-indol-1-yl}-acetic acid). Reaction SMILES: C([O:3][C:4](=[O:33])[CH2:5][N:6]1[C:14]2[C:9](=[CH:10][CH:11]=[C:12]([O:15][CH:16]([CH3:32])[CH2:17][CH2:18][C:19]#[C:20][C:21]3[CH:26]=[CH:25][C:24]([O:27][C:28]([F:31])([F:30])[F:29])=[CH:23][CH:22]=3)[CH:13]=2)[CH:8]=[CH:7]1)C.[Li+].[OH-]>>[CH3:32][CH:16]([O:15][C:12]1[CH:13]=[C:14]2[C:9]([CH:8]=[CH:7][N:6]2[CH2:5][C:4]([OH:33])=[O:3])=[CH:10][CH:11]=1)[CH2:17][CH2:18][C:19]#[C:20][C:21]1[CH:26]=[CH:25][C:24]([O:27][C:28]([F:31])([F:30])[F:29])=[CH:23][CH:22]=1 |f:1.2|. Procedure details: In analogy to the procedure described for example 1 e], [rac]-{6-[1-methyl-5-(4-trifluoromethoxy-phenyl)-pent-4-ynyloxy]-indol-1-yl}-acetic acid ethyl ester was treated with LiOH to obtain the title compound as brown crystals. Starting materials: BrC1=C(C=CC(=N1)C(=O)OC)F (methyl 6-bromo-5-fluoropyridine-2-carboxylate), CCN(C(C)C)C(C)C (DIPEA), FC1=C(C(=CC=C1)F)B1OC(C(O1)(C)C)(C)C (2-(2,6-difluorophenyl)-4,4,5,5-tetramethyl-1,3,2-dioxaborolane), PTFE. Reagents/catalysts: CC(C)([P](C(C)(C)C)([Pd][P](C(C)(C)C)(C(C)(C)C)C(C)(C)C)C(C)(C)C)C (bis(tri-tert-butylphosphine)palladium). Reaction conditions: temperature 100 celsius. The product is FC1=C(C(=CC=C1)F)C1=C(C=CC(=N1)C(=O)OC)F (Methyl 6-(2,6-difluorophenyl)-5-fluoropyridine-2-carboxylate). Isolated yield 92.0%. As a reaction SMILES: Br[C:2]1[N:7]=[C:6]([C:8]([O:10][CH3:11])=[O:9])[CH:5]=[CH:4][C:3]=1[F:12].[F:13][C:14]1[CH:19]=[CH:18][CH:17]=[C:16]([F:20])[C:15]=1B1OC(C)(C)C(C)(C)O1.CCN(C(C)C)C(C)C>CC(C)([P](C(C)(C)C)([Pd][P](C(C)(C)C)(C(C)(C)C)C(C)(C)C)C(C)(C)C)C>[F:13][C:14]1[CH:19]=[CH:18][CH:17]=[C:16]([F:20])[C:15]=1[C:2]1[N:7]=[C:6]([C:8]([O:10][CH3:11])=[O:9])[CH:5]=[CH:4][C:3]=1[F:12] |^1:41,47|. Reported procedure: To a screw-cap vial equipped with a magnetic stir bar, methyl 6-bromo-5-fluoropyridine-2-carboxylate (Frontier Scientific, 200.2 mg, 0.8555 mmol) was added followed by 2-(2,6-difluorophenyl)-4,4,5,5-tetramethyl-1,3,2-dioxaborolane (Combi-Blocks, 310.2 mg, 1.292 mmol), and bis(tri-tert-butylphosphine)palladium (87.5 mg, 0.171 mmol). The vial was sealed with a PTFE-lined septum, evacuated and backfilled with nitrogen three times. 1,4-Dioxane (3.0 mL) was added via a syringe, followed by DIPEA (0.3...